Task: describe an organic reaction: reactants, conditions, products, and yield. Dataset: the Open Reaction Database (ORD), a public repository of structured organic reaction records The reactants are C1(=CC=CC=C1)CC1=NC(=NO1)CCC=O (3-[5-(phenylmethyl)-1,2,4-oxadiazol-3-yl]propanal), [BH4-].[Na+] (sodium borohydride). The solvent is CO (MeOH). Conditions: time 1 hour. Yields the product C1(=CC=CC=C1)CC1=NC(=NO1)CCCO (3-[5-(Phenylmethyl)-1,2,4-oxadiazol-3-yl]-1-propanol). The yield is 59.0%. Reaction SMILES: [C:1]1([CH2:7][C:8]2[O:12][N:11]=[C:10]([CH2:13][CH2:14][CH:15]=[O:16])[N:9]=2)[CH:6]=[CH:5][CH:4]=[CH:3][CH:2]=1.[BH4-].[Na+]>CO>[C:1]1([CH2:7][C:8]2[O:12][N:11]=[C:10]([CH2:13][CH2:14][CH2:15][OH:16])[N:9]=2)[CH:2]=[CH:3][CH:4]=[CH:5][CH:6]=1 |f:1.2|. Procedure details: A solution of crude 3-[5-(phenylmethyl)-1,2,4-oxadiazol-3-yl]propanal (3.76 g, 17.4 mmol) in MeOH (60 ml) was cooled to 0° C. and sodium borohydride (0.724 g, 19.1 mmol) added portionwise over 30 min. The cooling bath was removed and the solution stirred for a further 1 h then partitioned between 1M HCl and EtOAc. The organic layer was separated and the aqueous extracted with EtOAc. The combined extracts were washed with brine, dried and concentrated to an orange liquid. This was purified on a 5... Starting materials: CC(C)CC(C)O, CO, COCC(C)N1CCC(=O)N(C)c2cnc(Cl)nc21, COc1cc(C(=O)NC2CCN(C)CC2)ccc1N, O, Cc1ccc(S(=O)(=O)O)cc1. The product is COCC(C)N1CCC(=O)N(C)c2cnc(Nc3ccc(C(=O)NC4CCN(C)CC4)cc3OC)nc21. Reaction SMILES: [CH3:51][CH:52]([CH3:53])[CH2:54][CH:55]([OH:56])[CH3:57].[CH3:58][OH:59].[Cl:1][c:2]1[n:3][cH:4][c:5]2[c:11]([n:12]1)[N:10]([CH:13]([CH2:14][O:15][CH3:16])[CH3:17])[CH2:9][CH2:8][C:7](=[O:18])[N:6]2[CH3:19].[NH2:20][c:21]1[c:22]([O:37][CH3:38])[cH:23][c:24]([C:25](=[O:26])[NH:27][CH:28]2[CH2:29][CH2:30][N:31]([CH3:34])[CH2:32][CH2:33]2)[cH:35][cH:36]1.[OH2:39].[c:40]1([CH3:41])[cH:42][cH:43][c:44]([S:45]([OH:46])(=[O:47])=[O:48])[cH:49][cH:50]1>>[c:2]1([NH:20][c:21]2[c:22]([O:37][CH3:38])[cH:23][c:24]([C:25](=[O:26])[NH:27][CH:28]3[CH2:29][CH2:30][N:31]([CH3:34])[CH2:32][CH2:33]3)[cH:35][cH:36]2)[n:3][cH:4][c:5]2[c:11]([n:12]1)[N:10]([CH:13]([CH2:14][O:15][CH3:16])[CH3:17])[CH2:9][CH2:8][C:7](=[O:18])[N:6]2[CH3:19]. Run at time 4 hour. Run in C1CCOC1 (THF), C(CC(O)(C(=O)O)CC(=O)O)(=O)O (citric acid). Starting materials: C=O (para-formaldehyde), C(C)(C)(C)C1=CC=C(C=C1)S(=O)(=O)NC1=NC=NC(=C1C1=CC=C(C=C1)C)Cl (4-tert.-butyl-N-[6-chloro-5-(p-tolyl)4-pyrimidinyl]-benzene sulfonamide), O(C1=CC=CC=C1)CC#CCO (4-phenoxy-2-butyn-1-ol), [H-].[Na+] (NaH), C1(=CC=CC=C1)OCC#C (phenyl-propargylether). As a reaction SMILES: [C:1]([C:5]1[CH:10]=[CH:9][C:8]([S:11]([NH:14][C:15]2[C:20]([C:21]3[CH:26]=[CH:25][C:24]([CH3:27])=[CH:23][CH:22]=3)=[C:19](Cl)[N:18]=[CH:17][N:16]=2)(=[O:13])=[O:12])=[CH:7][CH:6]=1)([CH3:4])([CH3:3])[CH3:2].[O:29]([CH2:36][C:37]#[C:38][CH2:39][OH:40])[C:30]1[CH:35]=[CH:34][CH:33]=[CH:32][CH:31]=1.C1(OCC#C)C=CC=CC=1.C=O.[H-].[Na+]>C1COCC1.C(O)(=O)CC(CC(O)=O)(C(O)=O)O>[C:1]([C:5]1[CH:10]=[CH:9][C:8]([S:11]([NH:14][C:15]2[C:20]([C:21]3[CH:26]=[CH:25][C:24]([CH3:27])=[CH:23][CH:22]=3)=[C:19]([O:40][CH2:39][C:38]#[C:37][CH2:36][O:29][C:30]3[CH:35]=[CH:34][CH:33]=[CH:32][CH:31]=3)[N:18]=[CH:17][N:16]=2)(=[O:13])=[O:12])=[CH:7][CH:6]=1)([CH3:4])([CH3:3])[CH3:2] |f:4.5|. Yield: 41.1%. The product is C(C)(C)(C)C1=CC=C(C=C1)S(=O)(=O)NC1=NC=NC(=C1C1=CC=C(C=C1)C)OCC#CCOC1=CC=CC=C1 (4-tert.-butyl-N-[6-(4-phenoxy-2-butynyloxy)-5-(p-tolyl)4-pyrimidinyl]-benzene sulfonamide). Reported procedure: To a mixture of 282 mg of 4-tert.-butyl-N-[6-chloro-5-(p-tolyl)4-pyrimidinyl]-benzene sulfonamide (Example 12c) and 1.10 g of 4-phenoxy-2-butyn-1-ol (prepared starting from phenyl-propargylether and para-formaldehyde following the procedure given in J. Chem. Soc. Perkin Trans. 1, 1991, 1721-1727) in 15 ml THF was added 271 mg of 55% NaH in mineral oil. The suspension was stirred for 4 h at reflux. The reaction mixture was cooled, diluted with 100 ml 10% aqueous citric acid and extracted 4 times ... Starting materials: CCCCS(=O)(=O)N1CCCC(C(=O)O)C1, CCN=C=NCCCN(C)C, CC(C)Oc1ccc(N)cc1, Cl, c1ccncc1. The product is CCCCS(=O)(=O)N1CCCC(C(=O)Nc2ccc(OC(C)C)cc2)C1. RXN SMILES: [CH2:13]([CH2:14][CH2:15][CH3:16])[S:17](=[O:18])(=[O:19])[N:20]1[CH2:21][CH:22]([C:26](=[O:27])[OH:28])[CH2:23][CH2:24][CH2:25]1.[CH3:2][N:3]([CH3:4])[CH2:5][CH2:6][CH2:7][N:8]=[C:9]=[N:10][CH2:11][CH3:12].[CH:29]([CH3:30])([CH3:31])[O:32][c:33]1[cH:34][cH:35][c:36]([NH2:37])[cH:38][cH:39]1.[ClH:1].[cH:40]1[cH:41][cH:42][n:43][cH:44][cH:45]1>>[CH2:13]([CH2:14][CH2:15][CH3:16])[S:17](=[O:18])(=[O:19])[N:20]1[CH2:21][CH:22]([C:26](=[O:28])[NH:37][c:36]2[cH:35][cH:34][c:33]([O:32][CH:29]([CH3:30])[CH3:31])[cH:39][cH:38]2)[CH2:23][CH2:24][CH2:25]1.